Dataset: the Open Reaction Database (ORD), a public repository of structured organic reaction records. Task: describe an organic reaction: reactants, conditions, products, and yield Reactants: [BH4-], CC(C)(C)OC(=O)N1CCCC(=O)CC1, CO, Cl, [Li+], C1CCOC1. Yields the product CC(C)(C)OC(=O)N1CCCC(O)CC1. As a reaction SMILES: [BH4-:16].[C:1]([CH3:2])([CH3:3])([CH3:4])[O:5][C:6](=[O:7])[N:8]1[CH2:9][CH2:10][C:11](=[O:15])[CH2:12][CH2:13][CH2:14]1.[CH3:19][OH:20].[ClH:18].[Li+:17].[O:21]1[CH2:22][CH2:23][CH2:24][CH2:25]1>>[C:1]([CH3:2])([CH3:3])([CH3:4])[O:5][C:6](=[O:7])[N:8]1[CH2:9][CH2:10][CH:11]([OH:15])[CH2:12][CH2:13][CH2:14]1. Starting materials: C(C=C)Br (allyl bromide), Cl (hydrochloric acid), FC1=CC=C(C=C1)CCC(C#N)C=1C=NC=CC1 (α-[2-(4-fluorophenyl)ethyl]-3-pyridineacetonitrile), [NH2-].[Na+] (sodium amide), resultant mixture. Solvent: O1CCCC1 (tetrahydrofuran), O1CCCC1 (tetrahydrofuran). Conditions: temperature 0 celsius, time 1 hour. Product: FC1=CC=C(C=C1)CCC(C#N)(C=1C=NC=CC1)CC=C (4-fluoro-α-(2-propenyl)-α-(3-pyridinyl)benzene-butanenitrile). The yield is 79.8%. As a reaction SMILES: [F:1][C:2]1[CH:7]=[CH:6][C:5]([CH2:8][CH2:9][CH:10]([C:13]2[CH:14]=[N:15][CH:16]=[CH:17][CH:18]=2)[C:11]#[N:12])=[CH:4][CH:3]=1.[NH2-].[Na+].[CH2:21](Br)[CH:22]=[CH2:23].Cl>O1CCCC1>[F:1][C:2]1[CH:3]=[CH:4][C:5]([CH2:8][CH2:9][C:10]([CH2:23][CH:22]=[CH2:21])([C:13]2[CH:14]=[N:15][CH:16]=[CH:17][CH:18]=2)[C:11]#[N:12])=[CH:6][CH:7]=1 |f:1.2|. Procedure: A solution of α-[2-(4-fluorophenyl)ethyl]-3-pyridineacetonitrile (4 g) in tetrahydrofuran (30 ml) was added dropwise, under nitrogen atmosphere, to a stirred suspension of sodium amide (0.8 g) at 0° C. After complete addition (~20 minutes) the resultant mixture was stirred at 0° C. for 1 hour followed by 1 hour at room temperature. The mixture was then cooled to -40° C. and treated with dropwise addition of a solution of allyl bromide (2 g) in tetrahydrofuran (30 ml) to produce a reaction mixtur... Run at time 16 hour. Yield: 95.3%. Yields the product O=C1C(=CC(=C2N1CC1=CC=CC=C21)C(=O)O)C2=CC=CC=C2 (4,6-dihydro-4-oxo-3-phenylpyrido[2,1-a]isoindole -1-carboxylic acid). Run in C(C)O (ethanol), O (water). Reaction SMILES: [O:1]=[C:2]1[N:7]2[CH2:8][C:9]3[C:14]([C:6]2=[C:5]([C:15]([O:17]CC2C=CC=CC=2)=[O:16])[CH:4]=[C:3]1[C:25]1[CH:30]=[CH:29][CH:28]=[CH:27][CH:26]=1)=[CH:13][CH:12]=[CH:11][CH:10]=3.C(=O)([O-])[O-].[Na+].[Na+]>C(O)C.O.[Pd]>[O:1]=[C:2]1[N:7]2[CH2:8][C:9]3[C:14]([C:6]2=[C:5]([C:15]([OH:17])=[O:16])[CH:4]=[C:3]1[C:25]1[CH:30]=[CH:29][CH:28]=[CH:27][CH:26]=1)=[CH:13][CH:12]=[CH:11][CH:10]=3 |f:1.2.3|. The reagents and catalysts are [Pd] (palladium/carbon). Starting materials: O=C1C(=CC(=C2N1CC1=CC=CC=C21)C(=O)OCC2=CC=CC=C2)C2=CC=CC=C2 (benzyl 4,6-dihydro-4-oxo-3-phenylpyrido[2,1-a]isoindole-1-carboxylate), C([O-])([O-])=O.[Na+].[Na+] (sodium carbonate). Reported procedure: A suspension of 3.88 g of benzyl 4,6-dihydro-4-oxo-3-phenylpyrido[2,1-a]isoindole-1-carboxylate in 140 ml of ethanol was treated with 0.78 g of 10 percent palladium/carbon, whereupon the mixture was hydrogenated for 16 hours. The reaction mixture was diluted with 1400 ml of water and treated with 4.18 g of sodium carbonate. The catalyst was filtered off and the filtrate was acidified with 25 percent hydrochloric acid. The separated crystals were filtered off under suction, washed with water and ... The reactants are NC1=NC(=C(C(=N1)S(=O)C)C#N)N1N=CC=C1 (2-amino-4-methanesulfinyl-6-pyrazol-1-yl-pyrimidine-5-carbonitrile), FC(C1=CC=C(CN)C=C1)(F)F (4-trifluoromethylbenzylamine). The solvent is COCCOC (DME). Product: NC1=NC(=C(C(=N1)N1N=CC=C1)C#N)NCC1=CC=C(C=C1)C(F)(F)F (2-Amino-4-pyrazol-1-yl-6-(4-trifluoromethyl-benzylamino)-pyrimidine-5-carbonitrile). As a reaction SMILES: [NH2:1][C:2]1[N:7]=[C:6](S(C)=O)[C:5]([C:11]#[N:12])=[C:4]([N:13]2[CH:17]=[CH:16][CH:15]=[N:14]2)[N:3]=1.[F:18][C:19]([F:29])([F:28])[C:20]1[CH:27]=[CH:26][C:23]([CH2:24][NH2:25])=[CH:22][CH:21]=1>COCCOC>[NH2:1][C:2]1[N:3]=[C:4]([N:13]2[CH:17]=[CH:16][CH:15]=[N:14]2)[C:5]([C:11]#[N:12])=[C:6]([NH:25][CH2:24][C:23]2[CH:22]=[CH:21][C:20]([C:19]([F:18])([F:28])[F:29])=[CH:27][CH:26]=2)[N:7]=1. Procedure: From 2-amino-4-methanesulfinyl-6-pyrazol-1-yl-pyrimidine-5-carbonitrile and 4-trifluoromethylbenzylamine in DME. ES-MS m/e (%): 360 (M+H+, 100). Procedure details: To a stirred solution of 5.08 (7.2 g, 11.6 mmol) in CH2Cl2 (137 mL) and H2O (8 mL) at 0° C. was added 2,3-dichloro-5,6-dicyano-1,4-benzoquinone (3.4 g, 15.0 mmol). The reaction mixture was stirred for 1 h then diluted with CH2Cl2 and sequentially washed with saturated aqueous NaHCO3, H2O, and brine. After concentration of the organic phase in vacuo, the crude residue was purified by silica gel chromatography (25% EtOAc/petroleum ether) to afford the title compound (4.5 g, 9.0 mmol, 78%). 1H NMR ... Reaction conditions: time 1 hour. As a reaction SMILES: [CH2:1]([O:8][C@@H:9]1[C@@H:21]([O:22]CC2C=CC(OC)=CC=2)[C@:20]([CH3:33])([OH:32])[C@@H:19]([CH2:34][O:35][Si:36]([C:39]([CH3:42])([CH3:41])[CH3:40])([CH3:38])[CH3:37])[O:18][C@H:10]1[O:11][CH2:12][CH2:13][Si:14]([CH3:17])([CH3:16])[CH3:15])[C:2]1[CH:7]=[CH:6][CH:5]=[CH:4][CH:3]=1.ClC1C(=O)C(C#N)=C(C#N)C(=O)C=1Cl>C(Cl)Cl.O>[CH2:1]([O:8][C@@H:9]1[C@@H:21]([OH:22])[C@:20]([CH3:33])([OH:32])[C@@H:19]([CH2:34][O:35][Si:36]([C:39]([CH3:42])([CH3:41])[CH3:40])([CH3:38])[CH3:37])[O:18][C@H:10]1[O:11][CH2:12][CH2:13][Si:14]([CH3:15])([CH3:17])[CH3:16])[C:2]1[CH:3]=[CH:4][CH:5]=[CH:6][CH:7]=1. The solvent is C(Cl)Cl (CH2Cl2), O (H2O), C(Cl)Cl (CH2Cl2). Starting materials: C(C1=CC=CC=C1)O[C@H]1[C@H](OCC[Si](C)(C)C)O[C@@H]([C@]([C@@H]1OCC1=CC=C(C=C1)OC)(O)C)CO[Si](C)(C)C(C)(C)C (2-(Trimethylsilyl)ethyl 2-O-Benzyl-6-O-tert-butyldimethylsilyl-3-O-p-methoxybenzyl-4-C-methyl-β-D-glucopyranoside), ClC=1C(C(=C(C(C1Cl)=O)C#N)C#N)=O (2,3-dichloro-5,6-dicyano-1,4-benzoquinone). The product is C(C1=CC=CC=C1)O[C@H]1[C@H](OCC[Si](C)(C)C)O[C@@H]([C@]([C@@H]1O)(O)C)CO[Si](C)(C)C(C)(C)C (2-(Trimethylsilyl)ethyl 2-O-Benzyl-6-O-tert-butyldimethylsilyl-4-C-methyl-β-D-glucopyranoside). Isolated yield 77.6%. Starting materials: C(C)(C)(C)OC(NC1(CCC1)C1=CC=C(C=C1)C1=C(OC2=CC=C(C=C2C1=O)F)C1=CC=CC=C1)=O ({1-[4-(6-fluoro-4-oxo-2-phenyl-4H-chromen-3-yl)-phenyl]-cyclobutyl}-carbamic acid tert-butyl ester), FC1=C2C(C(=C(OC2=CC=C1)C1=CC=CC=C1)I)=O (5-fluoro-3-iodo-2-phenyl-chromen-4-one). Product: C(C)(C)(C)OC(NC1(CCC1)C1=CC=C(C=C1)C1=C(OC2=CC=CC(=C2C1=O)F)C1=CC=CC=C1)=O ({1-[4-(5-Fluoro-4-oxo-2-phenyl-4H-chromen-3-yl)-phenyl]-cyclobutyl}-carbamic acid tert-butyl ester). Yield: 26.0%. As a reaction SMILES: [C:1]([O:5][C:6](=[O:36])[NH:7][C:8]1([C:12]2[CH:17]=[CH:16][C:15]([C:18]3[C:27](=[O:28])[C:26]4[C:21](=[CH:22][CH:23]=[C:24](F)[CH:25]=4)[O:20][C:19]=3C3C=CC=CC=3)=[CH:14][CH:13]=2)[CH2:11][CH2:10][CH2:9]1)([CH3:4])([CH3:3])[CH3:2].[F:37][C:38]1[CH:47]=[CH:46][CH:45]=[C:44]2[C:39]=1C(=O)C(I)=C(C1C=CC=CC=1)O2>>[C:1]([O:5][C:6](=[O:36])[NH:7][C:8]1([C:12]2[CH:17]=[CH:16][C:15]([C:18]3[C:19](=[O:20])[C:47]4[C:46](=[CH:45][CH:44]=[CH:39][C:38]=4[F:37])[O:28][C:27]=3[C:26]3[CH:21]=[CH:22][CH:23]=[CH:24][CH:25]=3)=[CH:14][CH:13]=2)[CH2:9][CH2:10][CH2:11]1)([CH3:4])([CH3:2])[CH3:3]. Procedure details: Following the procedure used to prepare {1-[4-(6-fluoro-4-oxo-2-phenyl-4H-chromen-3-yl)-phenyl]-cyclobutyl}-carbamic acid tert-butyl ester, 5-fluoro-3-iodo-2-phenyl-chromen-4-one (55 mg, 0.15 mmol) was reacted to give the title compound (19 mg, 26%). 1H NMR (400 MHz, CDCl3): δ 7.65-7.57 (m, 1H), 7.41-7.29 (m, 6H), 7.28-7.22 (m, 2H), 7.21-7.16 (m, 2H), 7.09-7.03 (m, 1H), 5.03 (s, 1H), 2.61-2.29 (m, 4H), 2.21-2.00 (m, 1H), 1.88-1.74 (m, 1H), 1.48-1.18 (m, 9H). Reactants: C1CCNCC1, CCO, O=C1Cc2c(cccc2-c2ccc(Cl)cc2)N1, Cc1[nH]c(C=O)c(C)c1C(=O)NCCn1ccnn1. Yields the product Cc1[nH]c(C=C2C(=O)Nc3cccc(-c4ccc(Cl)cc4)c32)c(C)c1C(=O)NCCn1ccnn1. Reaction SMILES: [CH2:37]1[CH2:38][CH2:39][NH:40][CH2:41][CH2:42]1.[CH3:43][CH2:44][OH:45].[Cl:1][c:2]1[cH:3][cH:4][c:5](-[c:8]2[c:9]3[c:13]([cH:14][cH:15][cH:16]2)[NH:12][C:11](=[O:17])[CH2:10]3)[cH:6][cH:7]1.[n:18]1([CH2:23][CH2:24][NH:25][C:26](=[O:27])[c:28]2[c:29]([CH3:36])[nH:30][c:31]([CH:34]=[O:35])[c:32]2[CH3:33])[n:19][n:20][cH:21][cH:22]1>>[Cl:1][c:2]1[cH:3][cH:4][c:5](-[c:8]2[c:9]3[c:13]([cH:14][cH:15][cH:16]2)[NH:12][C:11](=[O:17])[C:10]3=[CH:34][c:31]2[nH:30][c:29]([CH3:36])[c:28]([C:26]([NH:25][CH2:24][CH2:23][n:18]3[n:19][n:20][cH:21][cH:22]3)=[O:27])[c:32]2[CH3:33])[cH:6][cH:7]1. Starting materials: CCOC(=O)C(C)(Cc1ccc(OCCC2CN(Cc3ccc(C(F)(F)F)cc3)C(=O)N2)cc1)Oc1ccccc1, CCOC(C)=O, [H-], CCI, [Na+], CN(C)C=O. The product is CCOC(=O)C(C)(Cc1ccc(OCCC2CN(Cc3ccc(C(F)(F)F)cc3)C(=O)N2CC)cc1)Oc1ccccc1. Reaction SMILES: [CH2:1]([CH3:2])[O:3][C:4]([C:5]([CH2:6][c:7]1[cH:8][cH:9][c:10]([O:13][CH2:14][CH2:15][CH:16]2[NH:17][C:18](=[O:32])[N:19]([CH2:21][c:22]3[cH:23][cH:24][c:25]([C:28]([F:29])([F:30])[F:31])[cH:26][cH:27]3)[CH2:20]2)[cH:11][cH:12]1)([O:33][c:34]1[cH:35][cH:36][cH:37][cH:38][cH:39]1)[CH3:40])=[O:41].[CH3:52][CH2:53][O:54][C:55](=[O:56])[CH3:57].[H-:42].[I:44][CH2:45][CH3:46].[Na+:43].[O:47]=[CH:48][N:49]([CH3:50])[CH3:51]>>[CH2:1]([CH3:2])[O:3][C:4]([C:5]([CH2:6][c:7]1[cH:8][cH:9][c:10]([O:13][CH2:14][CH2:15][CH:16]2[N:17]([CH2:45][CH3:46])[C:18](=[O:32])[N:19]([CH2:21][c:22]3[cH:23][cH:24][c:25]([C:28]([F:29])([F:30])[F:31])[cH:26][cH:27]3)[CH2:20]2)[cH:11][cH:12]1)([O:33][c:34]1[cH:35][cH:36][cH:37][cH:38][cH:39]1)[CH3:40])=[O:41].